Dataset: the Open Reaction Database (ORD), a public repository of structured organic reaction records. Task: describe an organic reaction: reactants, conditions, products, and yield Starting materials: C(C=C)[Si](Cl)(Cl)Cl (allyltrichlorosilane), C(C1=CC=CC=C1)(=O)O (benzoic acid), colorless liquid. Reported procedure: 878 g (5 moles) of allyltrichlorosilane and 1000 ml of hexane are placed in the apparatus of Example 1. The reaction with 1855 g of benzoic acid (=15.2 mol) is performed as described in Example 1, as is also the distilling of the raw product. At a pressure of 0.4 mbar and a head temperature of 137° C., 1599 g (3.7 mol) of a colorless liquid is distilled out, which several days later transforms to a sticky-crystalline state. The yield of 74%. RXN SMILES: [CH2:1]([Si:4](Cl)(Cl)Cl)[CH:2]=[CH2:3].[C:8]([OH:16])(=[O:15])[C:9]1[CH:14]=[CH:13][CH:12]=[CH:11][CH:10]=1>CCCCCC>[CH2:1]([Si:4]([O:16][C:8](=[O:15])[C:9]1[CH:14]=[CH:13][CH:12]=[CH:11][CH:10]=1)([O:15][C:8](=[O:16])[C:9]1[CH:14]=[CH:13][CH:12]=[CH:11][CH:10]=1)[O:15][C:8](=[O:16])[C:9]1[CH:14]=[CH:13][CH:12]=[CH:11][CH:10]=1)[CH:2]=[CH2:3]. Yields the product C(C=C)[Si](OC(C1=CC=CC=C1)=O)(OC(C1=CC=CC=C1)=O)OC(C1=CC=CC=C1)=O (Allyltribenzoyloxysilane). Isolated yield 74.0%. The solvent is CCCCCC (hexane). Starting materials: COC(=O)c1sc(C2=CCC(C)(C)CC2)cc1N(C(=O)C1CCC(C)CC1)C1CCC(O)CC1, CI, [H-], [Na+], CN(C)C=O. Yields the product COC(=O)c1sc(C2=CCC(C)(C)CC2)cc1N(C(=O)C1CCC(C)CC1)C1CCC(OC)CC1. As a reaction SMILES: [CH3:1][O:2][C:3](=[O:4])[c:5]1[s:6][c:7]([C:27]2=[CH:28][CH2:29][C:30]([CH3:33])([CH3:34])[CH2:31][CH2:32]2)[cH:8][c:9]1[N:10]([C:11](=[O:12])[CH:13]1[CH2:14][CH2:15][CH:16]([CH3:19])[CH2:17][CH2:18]1)[CH:20]1[CH2:21][CH2:22][CH:23]([OH:26])[CH2:24][CH2:25]1.[CH3:35][I:36].[H-:38].[Na+:37].[O:39]=[CH:40][N:41]([CH3:42])[CH3:43]>>[CH3:1][O:2][C:3](=[O:4])[c:5]1[s:6][c:7]([C:27]2=[CH:28][CH2:29][C:30]([CH3:33])([CH3:34])[CH2:31][CH2:32]2)[cH:8][c:9]1[N:10]([C:11](=[O:12])[CH:13]1[CH2:14][CH2:15][CH:16]([CH3:19])[CH2:17][CH2:18]1)[CH:20]1[CH2:21][CH2:22][CH:23]([O:26][CH3:35])[CH2:24][CH2:25]1. As a reaction SMILES: [CH3:1][O:2][c:3]1[cH:4][cH:5][c:6]([CH2:7][CH:8]2[CH2:9][NH:10][c:11]3[cH:12][cH:13][cH:14][cH:15][c:16]32)[cH:17][cH:18]1.[F:19][c:20]1[cH:21][cH:22][c:23]([CH2:24][CH2:25][N:26]2[CH2:27][CH2:28][C:29](=[O:32])[CH2:30][CH2:31]2)[cH:33][cH:34]1>>[CH3:1][O:2][c:3]1[cH:4][cH:5][c:6]([CH2:7][CH:8]2[CH2:9][N:10]([CH:29]3[CH2:28][CH2:27][N:26]([CH2:25][CH2:24][c:23]4[cH:22][cH:21][c:20]([F:19])[cH:34][cH:33]4)[CH2:31][CH2:30]3)[c:11]3[cH:12][cH:13][cH:14][cH:15][c:16]32)[cH:17][cH:18]1. Product: COc1ccc(CC2CN(C3CCN(CCc4ccc(F)cc4)CC3)c3ccccc32)cc1. Starting materials: COc1ccc(CC2CNc3ccccc32)cc1, O=C1CCN(CCc2ccc(F)cc2)CC1. Reactants: C(=S)(Cl)Cl (Thiophosgene), formula III, NC=1C=C2C=C(C(=NC2=CC1)C=1NC(C(N1)(C)C(C)C)=O)C(=O)O (6-amino-2-(4-isopropyl-4-methyl-5-oxo-2-imidazolin-2-yl)-3-quinolinecarboxylic acid). Run in CO (methanol). Conditions: time 5 minute. The product is C(C)(C)C1(N=C(NC1=O)C1=NC2=CC=C(C=C2C=C1C(=O)O)N=C=S)C (2-(4-isopropyl-4-methyl-5-oxo-2-imidazolin-2-yl) -6-isothiocyano-3-quinolinecarboxylic acid). The yield is 99.0%. Reaction SMILES: [C:1](Cl)(Cl)=[S:2].[NH2:5][C:6]1[CH:7]=[C:8]2[C:13](=[CH:14][CH:15]=1)[N:12]=[C:11]([C:16]1[NH:17][C:18](=[O:25])[C:19]([CH:22]([CH3:24])[CH3:23])([CH3:21])[N:20]=1)[C:10]([C:26]([OH:28])=[O:27])=[CH:9]2>CO>[CH:22]([C:19]1([CH3:21])[C:18](=[O:25])[NH:17][C:16]([C:11]2[C:10]([C:26]([OH:28])=[O:27])=[CH:9][C:8]3[C:13](=[CH:14][CH:15]=[C:6]([N:5]=[C:1]=[S:2])[CH:7]=3)[N:12]=2)=[N:20]1)([CH3:24])[CH3:23]. Procedure details: Thiophosgene (0.12 mL, 1.56 mmol) is added to a solution of the above prepared formula III 6-amino-2-(4-isopropyl-4-methyl-5-oxo-2-imidazolin-2-yl)-3-quinolinecarboxylic acid (170 mg, 0.521 mmol) and methanol (25 mL). The reaction mixture is stirred for five minutes at room temperature and then concentrated in vacuo. The residue is redissolved into a small amount of methanol, filtered and the filtrate is added to 25 mL of ether. The resulting precipitate is collected, washed with ether and dried... Reactants: CS(C)=O, OCC1CC1, Cc1ccc(S(=O)(=O)Oc2c(-c3ccc(S(C)(=O)=O)cc3)cnn(-c3ccc(F)cc3)c2=O)cc1. The product is CS(=O)(=O)c1ccc(-c2cnn(-c3ccc(F)cc3)c(=O)c2OCC2CC2)cc1. Reaction SMILES: [CH3:41][S:42]([CH3:43])=[O:44].[CH:36]1([CH2:39][OH:40])[CH2:37][CH2:38]1.[F:1][c:2]1[cH:3][cH:4][c:5](-[n:8]2[n:9][cH:10][c:11](-[c:26]3[cH:27][cH:28][c:29]([S:32](=[O:33])(=[O:34])[CH3:35])[cH:30][cH:31]3)[c:12]([O:15][S:16]([c:17]3[cH:18][cH:19][c:20]([CH3:21])[cH:22][cH:23]3)(=[O:24])=[O:25])[c:13]2=[O:14])[cH:6][cH:7]1>>[F:1][c:2]1[cH:3][cH:4][c:5](-[n:8]2[n:9][cH:10][c:11](-[c:26]3[cH:27][cH:28][c:29]([S:32](=[O:33])(=[O:34])[CH3:35])[cH:30][cH:31]3)[c:12]([O:15][CH2:39][CH:36]3[CH2:37][CH2:38]3)[c:13]2=[O:14])[cH:6][cH:7]1. Reactants: BrB(Br)Br, ClCCl, CSC, ClCCCl, COc1c(Cl)cc(F)c(-n2c(=O)cc(C(F)(F)F)n(C)c2=O)c1N. Product: Cn1c(C(F)(F)F)cc(=O)n(-c2c(F)cc(Cl)c(O)c2N)c1=O. As a reaction SMILES: [B:28]([Br:29])([Br:30])[Br:31].[CH2:32]([Cl:33])[Cl:34].[CH3:25][S:26][CH3:27].[Cl:35][CH2:36][CH2:37][Cl:38].[NH2:1][c:2]1[c:3](-[n:12]2[c:13](=[O:24])[n:14]([CH3:23])[c:15]([C:19]([F:20])([F:21])[F:22])[cH:16][c:17]2=[O:18])[c:4]([F:11])[cH:5][c:6]([Cl:10])[c:7]1[O:8][CH3:9]>>[NH2:1][c:2]1[c:3](-[n:12]2[c:13](=[O:24])[n:14]([CH3:23])[c:15]([C:19]([F:20])([F:21])[F:22])[cH:16][c:17]2=[O:18])[c:4]([F:11])[cH:5][c:6]([Cl:10])[c:7]1[OH:8]. Starting materials: O=C([O-])[O-], CN(C)C=O, COCCCCl, [K+], [K+], O=[N+]([O-])c1ccccc1O. The product is COCCCOc1ccccc1[N+](=O)[O-]. RXN SMILES: [C:17](=[O:18])([O-:19])[O-:20].[CH3:23][N:24]([CH3:25])[CH:26]=[O:27].[Cl:11][CH2:12][CH2:13][CH2:14][O:15][CH3:16].[K+:21].[K+:22].[OH:1][c:2]1[cH:3][cH:4][cH:5][cH:6][c:7]1[N+:8]([O-:9])=[O:10]>>[O:1]([c:2]1[cH:3][cH:4][cH:5][cH:6][c:7]1[N+:8]([O-:9])=[O:10])[CH2:12][CH2:13][CH2:14][O:15][CH3:16]. The reactants are [N+](=O)([O-])C=1C=C(C=CC(=O)CC(=O)OCCOC2=CC=C(C=C2)NC(C)=O)C=CC1 (2-(4-acetylaminophenoxy)ethyl 2-(3-nitrobenzylidene)acetylacetate), N\C(=C/C(=O)OCCSCC)\C (2-ethylthioethyl 3-aminocrotonate), C(C)O (ethanol). Run at temperature -5 celsius. Yields the product CC=1NC(=C(C(C1C(=O)OCCOC1=CC=C(C=C1)NC(C)=O)C1=CC(=CC=C1)[N+](=O)[O-])C(=O)OCCSCC)C (2-(4-acetylaminophenoxy)ethyl 2,6-dimethyl-5-(2-ethylthioethoxycarbonyl)-4-(3-nitrophenyl)-1,4-dihydropyridine-3-carboxylate). Yield: 60.0%. Reaction SMILES: [N+:1]([C:4]1[CH:5]=[C:6](C=C[CH:30]=1)[CH:7]=[CH:8][C:9]([CH2:11][C:12]([O:14][CH2:15][CH2:16][O:17][C:18]1[CH:23]=[CH:22][C:21]([NH:24][C:25](=[O:27])[CH3:26])=[CH:20][CH:19]=1)=[O:13])=O)([O-:3])=[O:2].[NH2:31]/[C:32](/[CH3:42])=[CH:33]\[C:34]([O:36][CH2:37][CH2:38][S:39][CH2:40][CH3:41])=[O:35].[CH2:43](O)[CH3:44]>>[CH3:43][C:44]1[NH:31][C:32]([CH3:42])=[C:33]([C:34]([O:36][CH2:37][CH2:38][S:39][CH2:40][CH3:41])=[O:35])[CH:9]([C:8]2[CH:7]=[CH:6][CH:5]=[C:4]([N+:1]([O-:3])=[O:2])[CH:30]=2)[C:11]=1[C:12]([O:14][CH2:15][CH2:16][O:17][C:18]1[CH:19]=[CH:20][C:21]([NH:24][C:25](=[O:27])[CH3:26])=[CH:22][CH:23]=1)=[O:13]. Reported procedure: 15 g (0.04 moles) of 2-(4-acetylaminophenoxy)ethyl 2-(3-nitrobenzylidene)acetylacetate and 6.88 g (0.04 moles) of 2-ethylthioethyl 3-aminocrotonate were heated under reflux in 35 ml of ethanol for 8 hours. The solution was then cooled to -5° C. to obtain 2-(4-acetylaminophenoxy)ethyl 2,6-dimethyl-5-(2-ethylthioethoxycarbonyl)-4-(3-nitrophenyl)-1,4-dihydropyridine-3-carboxylate as a yellow powder melting--after recrystallisation in ethanol--at 100°-104° C. The yield is 60% of the theoretical yiel... Reactants: C(C)(=O)N[C@@H](CSC(C1=CC=CC=C1)(C1=CC=CC=C1)C1=CC=CC=C1)C(=O)O (N-acetyl-S-trityl-L-cysteine), Cl.C(C(C)(C)C)(=O)SCCN (S-pivaloylcysteamine hydrochloride), Cl.C(C1=CC=CC=C1)(=O)SCCN (S-benzoylcysteamine hydrochloride), Cl.C(C)(=O)SCCN (S-acetylcysteamine hydrochloride). The solvent is C(Cl)Cl.CCOCC (CH2Cl2 ether). Yields the product C(C)(=O)N[C@@H](CSC(C1=CC=CC=C1)(C1=CC=CC=C1)C1=CC=CC=C1)C(=O)NCCSC(C(C)(C)C)=O (N-(N-Acetyl-S-trityl-L-cysteinyl)-S-pivaloylcysteamine). The yield is 86.0%. Reaction SMILES: [C:1]([NH:4][C@H:5]([C:27](O)=[O:28])[CH2:6][S:7][C:8]([C:21]1[CH:26]=[CH:25][CH:24]=[CH:23][CH:22]=1)([C:15]1[CH:20]=[CH:19][CH:18]=[CH:17][CH:16]=1)[C:9]1[CH:14]=[CH:13][CH:12]=[CH:11][CH:10]=1)(=[O:3])[CH3:2].Cl.[C:31]([S:37][CH2:38][CH2:39][NH2:40])(=[O:36])[C:32]([CH3:35])([CH3:34])[CH3:33].Cl.C(SCCN)(=O)C.Cl.C(SCCN)(=O)C1C=CC=CC=1>C(Cl)Cl.CCOCC>[C:1]([NH:4][C@H:5]([C:27]([NH:40][CH2:39][CH2:38][S:37][C:31](=[O:36])[C:32]([CH3:35])([CH3:34])[CH3:33])=[O:28])[CH2:6][S:7][C:8]([C:15]1[CH:16]=[CH:17][CH:18]=[CH:19][CH:20]=1)([C:21]1[CH:26]=[CH:25][CH:24]=[CH:23][CH:22]=1)[C:9]1[CH:14]=[CH:13][CH:12]=[CH:11][CH:10]=1)(=[O:3])[CH3:2] |f:1.2,3.4,5.6,7.8|. Procedure details: The coupling reaction of 7 (7.4 mmol) with S-pivaloylcysteamine hydrochloride [(compound obtained according to the same methods as those described by T. Wieland and E. Bokelman, Ann. Chem., 1952, 576, 20-34, during the syntheses of S-acetylcysteamine hydrochloride and S-benzoylcysteamine hydrochloride) M.p.=212-213° C.] is carried out according to method B described in the first synthetic route (example 1). After the various treatments, the expected compound is isolated by flash chromatography o...